The task is: describe an organic reaction: reactants, conditions, products, and yield. This data is from the Open Reaction Database (ORD), a public repository of structured organic reaction records. Reactants: ClC=1C=C(C(=O)O)C=C(N1)Cl (2,6-dichloroisonicotinic acid), CO (methanol), S(O)(O)(=O)=O (sulfuric acid). Run in C(Cl)Cl (methylene chloride). Product: ClC=1C=C(C(=O)OC)C=C(N1)Cl (methyl 2,6-dichloroisonicotinate). The yield is 86.7%. As a reaction SMILES: [Cl:1][C:2]1[CH:3]=[C:4]([CH:8]=[C:9]([Cl:11])[N:10]=1)[C:5]([OH:7])=[O:6].[CH3:12]O.S(=O)(=O)(O)O>C(Cl)Cl>[Cl:1][C:2]1[CH:3]=[C:4]([CH:8]=[C:9]([Cl:11])[N:10]=1)[C:5]([O:7][CH3:12])=[O:6]. Reported procedure: A solution of 187 g (0.974 mole) of 2,6-dichloroisonicotinic acid, 1650 ml of methanol and 5 ml of concentrated sulfuric acid was heated at reflux for 24 hours. Most of the solvent was removed in vacuo, leaving crude product which was dissolved in 750 ml of methylene chloride and washed with water and 1N sodium hydroxide. The organic layer was dried (Na2SO4) and solvent removed in vacuo affording 174 g (86.7% yield) of methyl 2,6-dichloroisonicotinate, m.p. 79°-81° C. Starting materials: BrC=1C=CC(=C(C1)C(C)=O)O (1-(5-bromo-2-hydroxy-phenyl)-ethanone), FC1=C(C=O)C=CC=C1F (2,3-difluoro-benzaldehyde), borax. Solvent: C(C)O (ethanol), O (H2O), O (H2O). Product: BrC=1C=C2C(CC(OC2=CC1)C1=CC(=CC=C1)F)=O (6-bromo-2-(3-fluorophenyl)chroman-4-one). The yield is 15.0%. Reaction SMILES: [Br:1][C:2]1[CH:3]=[CH:4][C:5]([OH:11])=[C:6]([C:8](=[O:10])[CH3:9])[CH:7]=1.F[C:13]1[C:20]([F:21])=[CH:19][CH:18]=[CH:17][C:14]=1[CH:15]=O>C(O)C.O>[Br:1][C:2]1[CH:7]=[C:6]2[C:5](=[CH:4][CH:3]=1)[O:11][CH:15]([C:14]1[CH:17]=[CH:18][CH:19]=[C:20]([F:21])[CH:13]=1)[CH2:9][C:8]2=[O:10]. Reported procedure: A mixture of 1-(5-bromo-2-hydroxy-phenyl)-ethanone (22.6 g, 0.11 mol), 2,3-difluoro-benzaldehyde (15 g, 0.11 mol) and borax (40.2 g, 0.11 mol) in ethanol (140 mL) and H2O (234 mL) was refluxed for one day. The reaction mixture was cooled, diluted with an equal volume of H2O and extracted with ethyl acetate. The organic layer was dried over anhydrous Na2SO4, filtered, and evaporated to give 6-bromo-2-(3-fluorophenyl)chroman-4-one (5.3 g, 15%). 1H-NMR (CDCl3): 2.95 (d, 1H), 3.05 (t, 3H), 5.75 (d, ... The reactants are CC1(OB(OC1(C)C)C1=CC=C(C=C1)NC(OC(C)(C)C)=O)C (tert-butyl N-[4-(4,4,5,5-tetramethyl-1,3,2-dioxaborolan-2-yl)phenyl]carbamate), IC1=NN(C2=NC=NC(=C21)N)[C@@H]2CC[C@@H](CC2)N2CCN(CC2)C (cis-3-iodo-1-[4-(4-methylpiperazino)-cyclohexyl]-1H-pyrazolo[3,4-d]pyrimidin-4-amine), tetrakis-(triphenylphosphine)palladium, O.C([O-])([O-])=O.[Na+].[Na+] (sodium carbonate monohydrate). Run in COCCOC (ethylene glycol dimethyl ether), O (water). The product is NC1=C2C(=NC=N1)N(N=C2C2=CC=C(C=C2)NC(OC(C)(C)C)=O)[C@@H]2CC[C@@H](CC2)N2CCN(CC2)C (cis-tert-butyl N-(4-{4-amino-1-[4-(4-methylpiperazino)cyclohexyl]-1H-pyrazolo[3,4-d]pyrimidin-3-yl}phenyl)carbamate). Yield: 80.2%. RXN SMILES: CC1(C)C(C)(C)OB([C:9]2[CH:14]=[CH:13][C:12]([NH:15][C:16](=[O:22])[O:17][C:18]([CH3:21])([CH3:20])[CH3:19])=[CH:11][CH:10]=2)O1.I[C:25]1[C:33]2[C:28](=[N:29][CH:30]=[N:31][C:32]=2[NH2:34])[N:27]([C@H:35]2[CH2:40][CH2:39][C@@H:38]([N:41]3[CH2:46][CH2:45][N:44]([CH3:47])[CH2:43][CH2:42]3)[CH2:37][CH2:36]2)[N:26]=1.O.C(=O)([O-])[O-].[Na+].[Na+]>COCCOC.O>[NH2:34][C:32]1[N:31]=[CH:30][N:29]=[C:28]2[N:27]([C@H:35]3[CH2:40][CH2:39][C@@H:38]([N:41]4[CH2:42][CH2:43][N:44]([CH3:47])[CH2:45][CH2:46]4)[CH2:37][CH2:36]3)[N:26]=[C:25]([C:9]3[CH:10]=[CH:11][C:12]([NH:15][C:16](=[O:22])[O:17][C:18]([CH3:19])([CH3:20])[CH3:21])=[CH:13][CH:14]=3)[C:33]=12 |f:2.3.4.5|. Reported procedure: A mixture of tert-butyl N-[4-(4,4,5,5-tetramethyl-1,3,2-dioxaborolan-2-yl)phenyl]carbamate (3.71 g, 0.0116 mol), cis-3-iodo-1-[4-(4-methylpiperazino)-cyclohexyl]-1H-pyrazolo[3,4-d]pyrimidin-4-amine (4.46 g, 0.0101 mol), tetrakis-(triphenylphosphine)palladium (0.700 g, 0.00061 mol) and sodium carbonate monohydrate (3.13 g, 0.0253 mol) was heated in a mixture of ethylene glycol dimethyl ether (140 mL) and water (70 mL) at 80° C. for sixteen hours under an atmosphere of nitrogen. The mixture was al... Reactants: N(=O)[O-].[Na+] (sodium nitrite), NC1=C(C=CC=C1C)C(CC1=CC=CC=C1)=O (1-(2-amino-3-methylphenyl)-2-phenylethanone), [OH-].[Na+] (sodium hydroxide). Solvent: O (water), C(C)(=O)O (acetic acid), S(O)(O)(=O)=O (sulfuric acid), O (water). Conditions: temperature 80 celsius, time 20 minute. Yields the product CC=1C=CC=C2C(=C(N=NC12)C1=CC=CC=C1)O (8-methyl-3-phenylcinnolin-4-ol). The yield is 22.3%. Reaction SMILES: [N:1]([O-])=O.[Na+].[NH2:5][C:6]1[C:11]([CH3:12])=[CH:10][CH:9]=[CH:8][C:7]=1[C:13](=[O:21])[CH2:14][C:15]1[CH:20]=[CH:19][CH:18]=[CH:17][CH:16]=1.[OH-].[Na+]>O.C(O)(=O)C.S(=O)(=O)(O)O>[CH3:12][C:11]1[CH:10]=[CH:9][CH:8]=[C:7]2[C:6]=1[N:5]=[N:1][C:14]([C:15]1[CH:16]=[CH:17][CH:18]=[CH:19][CH:20]=1)=[C:13]2[OH:21] |f:0.1,3.4|. Procedure details: A solution of sodium nitrite (0.20 g, 2.8 mmol) in water (0.5 mL) was added dropwise, to a solution of 1-(2-amino-3-methylphenyl)-2-phenylethanone (0.42 g, 1.9 mmol) in acetic acid (9 mL) and sulfuric acid (1.5 mL). After the solution was stirred for 20 min at 80° C., the solution was poured into iced water. After the pH was adjusted to 6 with 2 N sodium hydroxide. The aqueous layer was extracted with ethyl acetate. The combined organics was dried over MgSO4 and concentrated. The material was pu... Reactants: CO, ClCCl, O=[N+]([O-])c1ccc2nc(C3CCCCN3)ccc2c1. Product: Nc1ccc2nc(C3CCCCN3)ccc2c1. RXN SMILES: [CH3:20][OH:21].[Cl:22][CH2:23][Cl:24].[N+:1]([O-:2])(=[O:3])[c:4]1[cH:5][c:6]2[cH:7][cH:8][c:9]([CH:14]3[NH:15][CH2:16][CH2:17][CH2:18][CH2:19]3)[n:10][c:11]2[cH:12][cH:13]1>>[NH2:1][c:4]1[cH:5][c:6]2[cH:7][cH:8][c:9]([CH:14]3[NH:15][CH2:16][CH2:17][CH2:18][CH2:19]3)[n:10][c:11]2[cH:12][cH:13]1.